This data is from the Open Reaction Database (ORD), a public repository of structured organic reaction records. The task is: describe an organic reaction: reactants, conditions, products, and yield Reactants: O1N=C(C=C1)C1=CC=C(S1)S(=O)(=O)NC=1C=C(C(=O)NC2=CC=C(C(=O)O)C=C2)C=CC1 (4-[3-(5-Isoxazol-3-yl-thiophene-2-sulfonylamino)-benzoylamino]-benzoic acid), O1N=C(C=C1)C1=CC=C(S1)S(=O)(=O)Cl (5-isoxazol-3-yl-thiophene-2-sulfonyl chloride). Product: C(C)OC(C1=CC=C(C=C1)NC(C1=CC(=CC=C1)NS(=O)(=O)C=1SC(=CC1)C1=NOC=C1)=O)=O (4-[3-(5-isoxazol-3-yl-thiophene-2-sulfonylamino)-benzoylamino]-benzoic acid ethyl ester). As a reaction SMILES: [O:1]1[CH:5]=[CH:4][C:3]([C:6]2[S:10][C:9]([S:11]([NH:14][C:15]3[CH:16]=[C:17]([CH:30]=[CH:31][CH:32]=3)[C:18]([NH:20][C:21]3[CH:29]=[CH:28][C:24]([C:25]([OH:27])=[O:26])=[CH:23][CH:22]=3)=[O:19])(=[O:13])=[O:12])=[CH:8][CH:7]=2)=[N:2]1.O1C=[CH:36][C:35](C2SC(S(Cl)(=O)=O)=CC=2)=N1>>[CH2:35]([O:26][C:25](=[O:27])[C:24]1[CH:28]=[CH:29][C:21]([NH:20][C:18](=[O:19])[C:17]2[CH:30]=[CH:31][CH:32]=[C:15]([NH:14][S:11]([C:9]3[S:10][C:6]([C:3]4[CH:4]=[CH:5][O:1][N:2]=4)=[CH:7][CH:8]=3)(=[O:13])=[O:12])[CH:16]=2)=[CH:22][CH:23]=1)[CH3:36]. Procedure details: 4-[3-(5-Isoxazol-3-yl-thiophene-2-sulfonylamino)-benzoylamino]-benzoic acid, MS (ISP): m/e=468.1 (M−H), was prepared in analogy to example 1, steps A to D. Step C was performed using 5-isoxazol-3-yl-thiophene-2-sulfonyl chloride and yielded 4-[3-(5-isoxazol-3-yl-thiophene-2-sulfonylamino)-benzoylamino]-benzoic acid ethyl ester, which was hydrolyzed in step D. Reactants: C(CCCC)Cl (n-pentyl chloride), [Mg] (magnesium), Cl[SiH]1CCC(CC1)CC[C@@H]1CC[C@H](CC1)C1=CC=C(C=C1)C1=CC(=C(C=C1)Cl)F (4-(trans-4-(2-(4-chloro-4-silacyclohexyl)ethyl)cyclohexyl)-3'-fluoro-4'-chlorobiphenyl). Run in C1CCOC1 (THF), C1CCOC1 (THF). The product is C(CCCC)[Si@@H]1CC[C@H](CC1)CC[C@@H]1CC[C@H](CC1)C1=CC=C(C=C1)C1=CC(=C(C=C1)Cl)F (4-(trans-4-(2-(trans-4-n-pentyl-4-silacyclohexyl)ethyl)cyclohexyl)-3'-fluoro-4'-chlorobiphenyl). Yield: 69.9%. Reaction SMILES: [CH2:1](Cl)[CH2:2][CH2:3][CH2:4][CH3:5].[Mg].Cl[SiH:9]1[CH2:14][CH2:13][CH:12]([CH2:15][CH2:16][C@H:17]2[CH2:22][CH2:21][C@H:20]([C:23]3[CH:28]=[CH:27][C:26]([C:29]4[CH:34]=[CH:33][C:32]([Cl:35])=[C:31]([F:36])[CH:30]=4)=[CH:25][CH:24]=3)[CH2:19][CH2:18]2)[CH2:11][CH2:10]1>C1COCC1>[CH2:1]([Si@H:9]1[CH2:10][CH2:11][C@H:12]([CH2:15][CH2:16][C@H:17]2[CH2:18][CH2:19][C@H:20]([C:23]3[CH:28]=[CH:27][C:26]([C:29]4[CH:34]=[CH:33][C:32]([Cl:35])=[C:31]([F:36])[CH:30]=4)=[CH:25][CH:24]=3)[CH2:21][CH2:22]2)[CH2:13][CH2:14]1)[CH2:2][CH2:3][CH2:4][CH3:5]. Reported procedure: 10.7 g (0.1 mol) of n-pentyl chloride was dripped into a mixture of 2.5 g (0.1 mol) of magnesium and 300 ml of THF to obtain a Grignard's reagent. This solution was then dripped into a 300 ml THF solution of 45 g (0.1 mol) of 4-(trans-4-(2-(4-chloro-4-silacyclohexyl)ethyl)cyclohexyl)-3'-fluoro-4'-chlorobiphenyl to obtain 4-(trans-4-(2-(trans-4-n-pentyl-4-silacyclohexyl)ethyl)cyclohexyl)-3'-fluoro-4'-chlorobiphenyl. The silacyclohexane rings of the product were a mixture of trans isomers and cis ...